This data is from the Open Reaction Database (ORD), a public repository of structured organic reaction records. The task is: describe an organic reaction: reactants, conditions, products, and yield Starting materials: CCO, Cc1ccc(Oc2ccccc2F)cc1[N+](=O)[O-]. The product is Cc1ccc(Oc2ccccc2F)cc1N. Reaction SMILES: [CH3:19][CH2:20][OH:21].[F:1][c:2]1[c:3]([O:4][c:5]2[cH:6][c:7]([N+:12]([O-:13])=[O:14])[c:8]([CH3:11])[cH:9][cH:10]2)[cH:15][cH:16][cH:17][cH:18]1>>[F:1][c:2]1[c:3]([O:4][c:5]2[cH:6][c:7]([NH2:12])[c:8]([CH3:11])[cH:9][cH:10]2)[cH:15][cH:16][cH:17][cH:18]1. Starting materials: C(C)(=O)OCC (ethyl acetate), C(C)(C)(C)OC(=O)C1=C(SC=2COC(CC21)CN)N (2-amino-5-aminomethyl-4,7-dihydro-5H-thieno[2,3-c]pyran-3-carboxylic acid tert-butyl ester), C(\C=C/C(=O)O)(=O)O (maleic acid), C(C)(C)N=C=NC(C)C (diisopropylcarbodiimide), ethyl acetate hexanes. Run in O1CCCC1 (tetrahydrofuran). The product is C(C)(C)(C)OC(=O)C1=C(SC=2COC(CC21)CN2C(C=CC2=O)=O)N (2-amino-5-(2,5-dioxo-2,5-dihydro-pyrrol-1-ylmethyl)-4,7-dihydro-5H-thieno[2,3-c]pyran-3-carboxylic acid tert-butyl ester). Yield: 88.5%. As a reaction SMILES: [C:1]([O:5][C:6]([C:8]1[C:16]2[CH2:15][CH:14]([CH2:17][NH2:18])[O:13][CH2:12][C:11]=2[S:10][C:9]=1[NH2:19])=[O:7])([CH3:4])([CH3:3])[CH3:2].[C:20](O)(=[O:26])/[CH:21]=[CH:22]\[C:23](O)=[O:24].C(N=C=NC(C)C)(C)C.C(OCC)(=O)C>O1CCCC1>[C:1]([O:5][C:6]([C:8]1[C:16]2[CH2:15][CH:14]([CH2:17][N:18]3[C:23](=[O:24])[CH:22]=[CH:21][C:20]3=[O:26])[O:13][CH2:12][C:11]=2[S:10][C:9]=1[NH2:19])=[O:7])([CH3:4])([CH3:2])[CH3:3]. Procedure: To a solution of 2-amino-5-aminomethyl-4,7-dihydro-5H-thieno[2,3-c]pyran-3-carboxylic acid tert-butyl ester (0.53 g, 1.86 mmol, prepared as described in Example 17) in tetrahydrofuran (10 ml) was added, maleic acid (0.24 g, 2.05 mmol) and diisopropylcarbodiimide (0.58 ml, 3.72 mmol). The reaction mixture was heated to reflux for 3 hours and then allowed to cool to room temperature over an 18 hour period. The solvent was stripped off in vacuo and the residue diluted into ethyl acetate (50 ml). Th...